Task: describe an organic reaction: reactants, conditions, products, and yield. Dataset: the Open Reaction Database (ORD), a public repository of structured organic reaction records Reactants: [N+](=O)([O-])C1=C(C=CC=C1)O (2-Nitrophenol), [I-].[K+] (potassium iodide), BrCCCCl (1-bromo-3-chloropropane), C([O-])([O-])=O.[K+].[K+] (potassium carbonate). The reagents and catalysts are [Br-].C(CCC)[N+](CCCC)(CCCC)CCCC (tetrabutyl-ammonium bromide). Solvent: CC(=O)C (acetone). Run at temperature 50 celsius, time 30 hour. Product: ClCCCOC1=C(C=CC=C1)[N+](=O)[O-] (1-(3-Chloro-propoxy)-2-nitro-benzene). Reaction SMILES: [N+:1]([C:4]1[CH:9]=[CH:8][CH:7]=[CH:6][C:5]=1[OH:10])([O-:3])=[O:2].Br[CH2:12][CH2:13][CH2:14][Cl:15].C(=O)([O-])[O-].[K+].[K+].[I-].[K+]>[Br-].C([N+](CCCC)(CCCC)CCCC)CCC.CC(C)=O>[Cl:15][CH2:14][CH2:13][CH2:12][O:10][C:5]1[CH:6]=[CH:7][CH:8]=[CH:9][C:4]=1[N+:1]([O-:3])=[O:2] |f:2.3.4,5.6,7.8|. Reported procedure: 2-Nitrophenol (70 mmol), 1-bromo-3-chloropropane (360 mmol), potassium carbonate (water free, 110 mmol), potassium iodide (2 mmol) and tetrabutyl-ammonium bromide (1 mmol) are suspended in acetone (130 ml) and heated up to 50° C. and the mixture is then stirred at this temperature for 30 hours. After cooling down to RT the solid material is filtered off and the filtrate is evaporated. The excess of 1-bromo-3-chloropropane is distilled of under vacuum (70° C.). A yellow-orange oil with Rf=0.55 (h... Reactants: N(=NC(=O)OCC)C(=O)OCC (Diethyl azodicarboxylate), C1(CCC1)C=1C(NC=2N(C1)N=NC2C2=C(C=CC=C2)F)=O (6-Cyclobutyl-3-(2-fluorophenyl)-4H-1,2,3-triazolo[1,5-α]pyrimidin-5-one), C1(=CC=CC=C1)P(C1=CC=CC=C1)C1=CC=CC=C1 (triphenylphosphine), CN1N=CN=C1CO ((2-methyl-2H-1,2,4-triazol-3-yl)methanol). Run in O1CCCC1 (tetrahydrofuran). Product: C1(CCC1)C=1C(=NC=2N(C1)N=NC2C2=C(C=CC=C2)F)OCC=2N(N=CN2)C (6-cyclobutyl-3-(2-fluorophenyl)-5-(2-methyl-2H-1,2,4-triazol-3-ylmethoxy)-1,2,3-triazolo[1,5-α]pyrimidine). The yield is 68.1%. Reaction SMILES: [CH:1]1([C:5]2[C:6](=[O:21])[NH:7][C:8]3[N:9]([N:11]=[N:12][C:13]=3[C:14]3[CH:19]=[CH:18][CH:17]=[CH:16][C:15]=3[F:20])[CH:10]=2)[CH2:4][CH2:3][CH2:2]1.C1(P(C2C=CC=CC=2)C2C=CC=CC=2)C=CC=CC=1.[CH3:41][N:42]1[C:46]([CH2:47]O)=[N:45][CH:44]=[N:43]1.N(C(OCC)=O)=NC(OCC)=O>O1CCCC1>[CH:1]1([C:5]2[C:6]([O:21][CH2:47][C:46]3[N:42]([CH3:41])[N:43]=[CH:44][N:45]=3)=[N:7][C:8]3[N:9]([N:11]=[N:12][C:13]=3[C:14]3[CH:19]=[CH:18][CH:17]=[CH:16][C:15]=3[F:20])[CH:10]=2)[CH2:2][CH2:3][CH2:4]1. Procedure details: 6-Cyclobutyl-3-(2-fluorophenyl)-4H-1,2,3-triazolo[1,5-α]pyrimidin-5-one (33 mg, 0.12 mmol), triphenylphosphine (76 mg, 0.29 mmol) and (2-methyl-2H-1,2,4-triazol-3-yl)methanol (37 mg, 0.29 mmol) were dissolved in dry tetrahydrofuran (1.5 ml) with stirring. Diethyl azodicarboxylate (46μl, 0.29 mmol) was added and the reaction stirred at room temperature for 16 hours before purification by preparative thin layer chromatography to afford 6-cyclobutyl-3-(2-fluorophenyl)-5-(2-methyl-2H-1,2,4-triazol-3... Starting materials: NC1(CC1)C(=O)O (1-aminocyclopropane carboxylic acid), CN1CCOCC1 (N-Methyl morpholine), CN(C)C(=[N+](C)C)ON1C2=C(C=CC=C2)N=N1.[B-](F)(F)(F)F (TBTU), FC1=CC=C(C=C1)N1[C@@H]([C@H](C1=O)SCC(=O)C1=CC=C(C=C1)F)C1=CC=C(OCC(=O)NCC(=O)O)C=C1 (N-{[4-((2R,3R)-1-(4-fluorophenyl)-3-{[2-(4-fluorophenyl)-2-oxoethyl]thio}-4-oxoazetidin-2-yl)phenoxy]acetyl}glycine), [BH4-].[Na+] (NaBH4). Solvent: CN(C)C=O (DMF), CO (MeOH). Run at time 1 hour. The product is FC1=CC=C(C=C1)N1[C@@H]([C@H](C1=O)SCC(O)C1=CC=C(C=C1)F)C1=CC=C(OCC(=O)NCC(=O)NC2(CC2)C(=O)O)C=C1 (1-[(N-{[4-((2R,3R)-1-(4-fluorophenyl)-3-{[2-(4-fluorophenyl)-2-hydroxyethyl]thio}-4-oxoazetidin-2-yl)phenoxy]acetyl}glycyl)amino]cyclopropanecarboxylic acid). RXN SMILES: CN1CCOCC1.CN(C(ON1N=NC2C=CC=CC1=2)=[N+](C)C)C.[B-](F)(F)(F)F.[F:30][C:31]1[CH:36]=[CH:35][C:34]([N:37]2[C:40](=[O:41])[C@H:39]([S:42][CH2:43][C:44]([C:46]3[CH:51]=[CH:50][C:49]([F:52])=[CH:48][CH:47]=3)=[O:45])[C@H:38]2[C:53]2[CH:67]=[CH:66][C:56]([O:57][CH2:58][C:59]([NH:61][CH2:62][C:63](O)=[O:64])=[O:60])=[CH:55][CH:54]=2)=[CH:33][CH:32]=1.[NH2:68][C:69]1([C:72]([OH:74])=[O:73])[CH2:71][CH2:70]1.[BH4-].[Na+]>CN(C=O)C.CO>[F:30][C:31]1[CH:32]=[CH:33][C:34]([N:37]2[C:40](=[O:41])[C@H:39]([S:42][CH2:43][CH:44]([C:46]3[CH:47]=[CH:48][C:49]([F:52])=[CH:50][CH:51]=3)[OH:45])[C@H:38]2[C:53]2[CH:54]=[CH:55][C:56]([O:57][CH2:58][C:59]([NH:61][CH2:62][C:63]([NH:68][C:69]3([C:72]([OH:74])=[O:73])[CH2:71][CH2:70]3)=[O:64])=[O:60])=[CH:66][CH:67]=2)=[CH:35][CH:36]=1 |f:1.2,5.6|. Procedure: N-Methyl morpholine (0.037 g, 0.370 mmol) and TBTU (0.039 g, 0.120 mmol) were added to a solution of N-{[4-((2R,3R)-1-(4-fluorophenyl)-3-{[2-(4-fluorophenyl)-2-oxoethyl]thio}-4-oxoazetidin-2-yl)phenoxy]acetyl}glycine (0.025 g, 0.046 mmol) in DMF (2 ml) at 30° C. After 1 h, 1-aminocyclopropane carboxylic acid (0.019 g, 0.185 mmol) was added. After 1 h, the reaction was quenched by the addition of water (1 ml). After 10 minutes, MeOH (2 ml) and NaBH4 (0.035 g, 0.925 mmol) were added. Full conversi... Yields the product COCC1CC(N(C)C(C)C)CCC1N. Reactants: Br, COCC1CC(N(C)C(C)C)CCC1N(Cc1ccccc1)C(=O)[O-], CCOCC, CC(=O)O. RXN SMILES: [BrH:31].[CH2:1]([c:5]1[cH:6][cH:7][cH:9][cH:10][cH:11]1)[N:8]([C:2](=[O:3])[O-:4])[CH:12]1[CH:13]([CH2:23][O:24][CH3:25])[CH2:14][CH:15]([N:18]([CH3:19])[CH:20]([CH3:21])[CH3:22])[CH2:16][CH2:17]1.[CH3:26][CH2:27][O:28][CH2:29][CH3:30].[CH3:32][C:33](=[O:34])[OH:35]>>[NH2:8][CH:12]1[CH:13]([CH2:23][O:24][CH3:25])[CH2:14][CH:15]([N:18]([CH3:19])[CH:20]([CH3:21])[CH3:22])[CH2:16][CH2:17]1.